From a dataset of the Open Reaction Database (ORD), a public repository of structured organic reaction records. describe an organic reaction: reactants, conditions, products, and yield Reactants: FC(OC1=CC=C(C=C1)N1C(C2(CC1)CCNCC2)=O)(F)F (2-(4-trifluoromethoxy-phenyl)-2,8-diaza-spiro[4.5]decan-1-one), O=C(OC(Cl)(Cl)Cl)Cl (diphosgene), C1(CCCCC1)NC (cyclohexyl-methyl-amine). Product: C1(CCCCC1)N(C(=O)N1CCC2(CCN(C2=O)C2=CC=C(C=C2)OC(F)(F)F)CC1)C (1-Oxo-2-(4-trifluoromethoxy-phenyl)-2,8-diaza-spiro[4.5]decane-8-carboxylic acid cyclohexyl-methyl-amide). Reaction SMILES: [F:1][C:2]([F:22])([F:21])[O:3][C:4]1[CH:9]=[CH:8][C:7]([N:10]2[CH2:14][CH2:13][C:12]3([CH2:19][CH2:18][NH:17][CH2:16][CH2:15]3)[C:11]2=[O:20])=[CH:6][CH:5]=1.O=C(Cl)[O:25][C:26](Cl)(Cl)Cl.[CH:31]1([NH:37][CH3:38])[CH2:36][CH2:35][CH2:34][CH2:33][CH2:32]1>>[CH:31]1([N:37]([CH3:38])[C:26]([N:17]2[CH2:16][CH2:15][C:12]3([C:11](=[O:20])[N:10]([C:7]4[CH:8]=[CH:9][C:4]([O:3][C:2]([F:1])([F:21])[F:22])=[CH:5][CH:6]=4)[CH2:14][CH2:13]3)[CH2:19][CH2:18]2)=[O:25])[CH2:36][CH2:35][CH2:34][CH2:33][CH2:32]1. Procedure: This material was prepared in analogy to example 251 step B) from 2-(4-trifluoromethoxy-phenyl)-2,8-diaza-spiro[4.5]decan-1-one, diphosgene and cyclohexyl-methyl-amine. MS (ESI): 454.4 (MH+). The reactants are NC=1SC(=NN1)N1CCOCC1 (2-amino-5-morpholino-1,3,4-thiadiazole), C(C)OC(C(C(=O)OCC)=C(C)OCC)=O (diethyl(1-ethoxy-ethylidene)-malonate). Solvent: COCCOCCOC (diglyme), ice water. Yields the product CC=1N=C2N(C(C1C(=O)OCC)=O)N=C(S2)N2CCOCC2 (7-methyl-2-morpholino-5-oxo-5H-1,3,4-thiadiazolo[3,2-a]pyrimidine-6-carboxylic acid, ethyl ester). Reaction SMILES: [NH2:1][C:2]1[S:3][C:4]([N:7]2[CH2:12][CH2:11][O:10][CH2:9][CH2:8]2)=[N:5][N:6]=1.[CH2:13]([O:15][C:16](=[O:28])[C:17](=[C:23](OCC)[CH3:24])[C:18](OCC)=[O:19])[CH3:14]>COCCOCCOC>[CH3:24][C:23]1[N:1]=[C:2]2[S:3][C:4]([N:7]3[CH2:8][CH2:9][O:10][CH2:11][CH2:12]3)=[N:5][N:6]2[C:18](=[O:19])[C:17]=1[C:16]([O:15][CH2:13][CH3:14])=[O:28]. Reported procedure: 2-amino-5-morpholino-1,3,4-thiadiazole (5 g) was reacted with diethyl(1-ethoxy-ethylidene)-malonate (6.2 g) in diglyme (40 ml) at 150° C. for 20 hours. After cooling the reaction mixture was diluted with ice water and extracted with ethyl acetate; after evaporation in vacuo to dryness, the residue was purified over a SiO2 column using chloroform-methanol 98:2 as eluent. Crystallization from isopropyl ether gave 7-methyl-2-morpholino-5-oxo-5H-1,3,4-thiadiazolo[3,2-a]pyrimidine-6-carboxylic acid, ... Starting materials: CCOCC, CC(C)(C)[O-], COC(=O)c1ccc(CS(C)(=O)=O)s1, CS(=O)(=O)Cl, O=C1CN(C(c2ccc(Cl)cc2)c2ccc(Cl)cc2)C1, [K+], C1CCOC1, O. The product is COC(=O)c1ccc(C(=C2CN(C(c3ccc(Cl)cc3)c3ccc(Cl)cc3)C2)S(C)(=O)=O)s1. Reaction SMILES: [CH2:51]([O:52][CH2:53][CH3:54])[CH3:55].[CH3:1][C:2]([CH3:3])([O-:4])[CH3:5].[CH3:27][S:28](=[O:29])(=[O:30])[CH2:31][c:32]1[cH:33][cH:34][c:35]([C:37](=[O:38])[O:39][CH3:40])[s:36]1.[CH3:41][S:42](=[O:43])(=[O:44])[Cl:45].[Cl:7][c:8]1[cH:9][cH:10][c:11]([CH:14]([N:15]2[CH2:16][C:17](=[O:19])[CH2:18]2)[c:20]2[cH:21][cH:22][c:23]([Cl:26])[cH:24][cH:25]2)[cH:12][cH:13]1.[K+:6].[O:46]1[CH2:47][CH2:48][CH2:49][CH2:50]1.[OH2:56]>>[Cl:7][c:8]1[cH:9][cH:10][c:11]([CH:14]([N:15]2[CH2:16][C:17](=[C:31]([S:28]([CH3:27])(=[O:29])=[O:30])[c:32]3[cH:33][cH:34][c:35]([C:37](=[O:38])[O:39][CH3:40])[s:36]3)[CH2:18]2)[c:20]2[cH:21][cH:22][c:23]([Cl:26])[cH:24][cH:25]2)[cH:12][cH:13]1. Starting materials: CN1CCN(CC1)C(CC(=O)[O-])=O.[Li+] (Lithium 3-(4-methyl-1-piperazinyl)-3-oxopropanoate), FC(C=1C=C(N)C=CC1)(F)F (3-trifluoromethylaniline), C(C)N(C(C)C)C(C)C (ethyldiisopropylamine), O.ON1N=NC2=C1C=CC=C2 (1-hydroxy-1H-benzotriazol hydrate), Cl.C(C)N=C=NCCCN(C)C (1-ethyl-3-(3-(dimethylamino)propyl)carbodiimide hydrochloride). Solvent: CN(C=O)C (dimethyl formamide). The product is CN1CCN(CC1)C(CC(=O)NC1=CC(=CC=C1)C(F)(F)F)=O (3-(4-Methyl-1-piperazinyl)-3-oxo-N-[3-(trifluoromethyl)phenyl]propanamide). RXN SMILES: [CH3:1][N:2]1[CH2:7][CH2:6][N:5]([C:8](=[O:13])[CH2:9][C:10]([O-:12])=O)[CH2:4][CH2:3]1.[Li+].[F:15][C:16]([F:25])([F:24])[C:17]1[CH:18]=[C:19]([CH:21]=[CH:22][CH:23]=1)[NH2:20].C(N(C(C)C)C(C)C)C.O.ON1C2C=CC=CC=2N=N1.Cl.C(N=C=NCCCN(C)C)C>CN(C)C=O>[CH3:1][N:2]1[CH2:3][CH2:4][N:5]([C:8](=[O:13])[CH2:9][C:10]([NH:20][C:19]2[CH:21]=[CH:22][CH:23]=[C:17]([C:16]([F:15])([F:24])[F:25])[CH:18]=2)=[O:12])[CH2:6][CH2:7]1 |f:0.1,4.5,6.7|. Procedure details: A solution of Example 47A (700 mg, 3.64 mmol), 3-trifluoromethylaniline (646 mg, 4.01 mmol), ethyldiisopropylamine (1036 mg, 8.01 mmol), 1-hydroxy-1H-benzotriazol hydrate (591 mg, 4.37 mmol), and 1-ethyl-3-(3-(dimethylamino)propyl)carbodiimide hydrochloride (908 mg, 4.74 mmol) in dimethyl formamide (30 ml) is stirred at room temperature overnight (18 h). The solvent is removed in vacuo and the residue is dissolved in 300 ml water/ethyl acetate. The phases are separated and the aqueous phase is e... Starting materials: IC1=CN(C2=NC=CC=C21)[Si](C(C)C)(C(C)C)C(C)C (3-Iodo-1-triisopropylsilanyl-1H-pyrrolo[2,3-b]pyridine), C(C)(C)[Mg]Cl (isopropylmagnesium chloride), ClC=1N=C(SC1C=O)N(C)CC1=CC=C(C=C1)Cl (4-chloro-2-[(4-chloro-benzyl)-methyl-amino]-thiazole-5-carbaldehyde), ice water. Solvent: O1CCCC1 (tetrahydrofuran), O1CCCC1 (tetrahydrofuran). Reaction conditions: temperature 0 celsius. Product: ClC=1N=C(SC1C(O)C1=CN(C2=NC=CC=C21)[Si](C(C)C)(C(C)C)C(C)C)N(C)CC2=CC=C(C=C2)Cl ({4-chloro-2-[(4-chloro-benzyl)-methyl-amino]-thiazol-5-yl}-(1-triisopropylsilanyl-1H-pyrrolo[2,3-b]pyridin-3-yl)-methanol). Yield: 62.0%. Reaction SMILES: I[C:2]1[C:10]2[C:5](=[N:6][CH:7]=[CH:8][CH:9]=2)[N:4]([Si:11]([CH:18]([CH3:20])[CH3:19])([CH:15]([CH3:17])[CH3:16])[CH:12]([CH3:14])[CH3:13])[CH:3]=1.C([Mg]Cl)(C)C.[Cl:26][C:27]1[N:28]=[C:29]([N:34]([CH2:36][C:37]2[CH:42]=[CH:41][C:40]([Cl:43])=[CH:39][CH:38]=2)[CH3:35])[S:30][C:31]=1[CH:32]=[O:33]>O1CCCC1>[Cl:26][C:27]1[N:28]=[C:29]([N:34]([CH2:36][C:37]2[CH:42]=[CH:41][C:40]([Cl:43])=[CH:39][CH:38]=2)[CH3:35])[S:30][C:31]=1[CH:32]([C:2]1[C:10]2[C:5](=[N:6][CH:7]=[CH:8][CH:9]=2)[N:4]([Si:11]([CH:18]([CH3:20])[CH3:19])([CH:15]([CH3:17])[CH3:16])[CH:12]([CH3:14])[CH3:13])[CH:3]=1)[OH:33]. Reported procedure: To a solution of 3-iodo-1-triisopropylsilanyl-1H-pyrrolo[2,3-b]pyridine (96, 0.82 g, 2.0 mmol) in tetrahydrofuran (5 mL) at −20° C., isopropylmagnesium chloride (2M in tetrahydrofuran, 1.1 mL, 2.2 mmol) was added dropwise. The reaction mixture was allowed to warm to 0° C. in 10 minutes. The reaction mixture was then cooled to −40° C. To the reaction mixture was added a solution of 4-chloro-2-[(4-chloro-benzyl)-methyl-amino]-thiazole-5-carbaldehyde (551, 0.41 g, 1.4 mmol) in tetrahydrofuran (10 m... Reactants: C(C)(C)(C)[C@@H]1O[C@@H](C(O1)=O)C1=CC=CC=C1 ((2R,5R)-2-t-Butyl-5-phenyl-1,3-dioxolan-4-one), Na2HPO4, [Cl-].[NH4+] (ammonium chloride), C[Si]([N-][Si](C)(C)C)(C)C.[Li+] (Lithium hexamethyldisilazide), C1(CCCC1)=O (cyclopentanone). Run in C1CCOC1 (THF), C1CCOC1 (THF). Run at time 2 hour. Product: C(C)(C)(C)[C@@H]1O[C@@](C(O1)=O)(C1=CC=CC=C1)C1(CCCC1)O ((2R,5S)-2-t-Butyl-5-(1-hydroxycyclopentyl)-5-phenyl-1,3-dioxolan-4-one). Reaction SMILES: C[Si](C)(C)[N-][Si](C)(C)C.[Li+].[C:11]([C@H:15]1[O:19][C:18](=[O:20])[C@@H:17]([C:21]2[CH:26]=[CH:25][CH:24]=[CH:23][CH:22]=2)[O:16]1)([CH3:14])([CH3:13])[CH3:12].[C:27]1(=[O:32])[CH2:31][CH2:30][CH2:29][CH2:28]1.[Cl-].[NH4+]>C1COCC1>[C:11]([C@H:15]1[O:19][C:18](=[O:20])[C@@:17]([C:27]2([OH:32])[CH2:31][CH2:30][CH2:29][CH2:28]2)([C:21]2[CH:26]=[CH:25][CH:24]=[CH:23][CH:22]=2)[O:16]1)([CH3:14])([CH3:12])[CH3:13] |f:0.1,4.5|. Reported procedure: Lithium hexamethyldisilazide (0.8 g, 4.7 mmol; 4.7 mL of 1.0 M in hexanes) was added to anhydrous THF (5.3 mL, 65 mmol) at −78° C. Intermediate (1a) (800 mg, 3.6 mmol) in 5.3 mL anhydrous THF was added to the solution dropwise over 15 minutes. After 30 minutes cyclopentanone (451 μL, 5.1 mmol) was added dropwise over less than 1 minute. After 2 hours, 0.8 mL of saturated aqueous Na2HPO4 was added, and the mixture stirred at room temperature for 5 minutes. The mixture was added to 8 mL saturated ...